From a dataset of the Open Reaction Database (ORD), a public repository of structured organic reaction records. describe an organic reaction: reactants, conditions, products, and yield Reactants: CC(C)(C)OC(=O)N1CCc2sc(C(=O)O)cc2C1, C1COCCN1, C1CCOC1. Product: CC(C)(C)OC(=O)N1CCc2sc(C(=O)N3CCOCC3)cc2C1. Reaction SMILES: [C:1]([CH3:2])([CH3:3])([CH3:4])[O:5][C:6](=[O:7])[N:8]1[CH2:9][c:10]2[c:11]([s:14][c:15]([C:17](=[O:18])[OH:19])[cH:16]2)[CH2:12][CH2:13]1.[CH2:20]1[CH2:21][O:22][CH2:23][CH2:24][NH:25]1.[O:26]1[CH2:27][CH2:28][CH2:29][CH2:30]1>>[C:1]([CH3:2])([CH3:3])([CH3:4])[O:5][C:6](=[O:7])[N:8]1[CH2:9][c:10]2[c:11]([s:14][c:15]([C:17](=[O:19])[N:25]3[CH2:20][CH2:21][O:22][CH2:23][CH2:24]3)[cH:16]2)[CH2:12][CH2:13]1. Starting materials: FC(C(=O)O)(F)F.FC(C(=O)O)(F)F.CC1=NC2=CC=CC=C2C(=C1)COC1=CC=C(C=C1)C1(C(NC(NC1=O)=O)=O)N1CCN(CC1)C(=O)OC(C)(C)C (tert-Butyl 4-(5-{4-[(2-methyl-4-quinolinyl)methoxy]phenyl}-2,4,6-trioxohexahydro-5-pyrimidinyl)-1-piperazinecarboxylate bis(trifluoroacetate)), acid. Solvent: ClCCl (dichloromethane). Yields the product FC(C(=O)O)(F)F.FC(C(=O)O)(F)F.FC(C(=O)O)(F)F.CC1=NC2=CC=CC=C2C(=C1)COC1=CC=C(C=C1)C1(C(NC(NC1=O)=O)=O)N1CCNCC1 (5-{4-[(2-Methyl-4-quinolinyl)methoxy]phenyl}-5-(1-piperazinyl)-2,4,6(1H, 3H, 5H)-pyrimidinetrione tris(trifluoroacetate)). The yield is 199.6%. As a reaction SMILES: [F:1][C:2]([F:7])([F:6])[C:3]([OH:5])=[O:4].[F:8][C:9]([F:14])([F:13])[C:10]([OH:12])=[O:11].[CH3:15][C:16]1[CH:25]=[C:24]([CH2:26][O:27][C:28]2[CH:33]=[CH:32][C:31]([C:34]3([N:43]4[CH2:48][CH2:47][N:46](C(OC(C)(C)C)=O)[CH2:45][CH2:44]4)[C:39](=[O:40])[NH:38][C:37](=[O:41])[NH:36][C:35]3=[O:42])=[CH:30][CH:29]=2)[C:23]2[C:18](=[CH:19][CH:20]=[CH:21][CH:22]=2)[N:17]=1>ClCCl>[F:1][C:2]([F:7])([F:6])[C:3]([OH:5])=[O:4].[F:8][C:9]([F:14])([F:13])[C:10]([OH:12])=[O:11].[F:1][C:2]([F:7])([F:6])[C:3]([OH:5])=[O:4].[CH3:15][C:16]1[CH:25]=[C:24]([CH2:26][O:27][C:28]2[CH:29]=[CH:30][C:31]([C:34]3([N:43]4[CH2:48][CH2:47][NH:46][CH2:45][CH2:44]4)[C:39](=[O:40])[NH:38][C:37](=[O:41])[NH:36][C:35]3=[O:42])=[CH:32][CH:33]=2)[C:23]2[C:18](=[CH:19][CH:20]=[CH:21][CH:22]=2)[N:17]=1 |f:0.1.2,4.5.6.7|. Procedure: The product from example 13 (50 mg, 0.0635 mmol) was treated with trifluoacetic acid (2.0 mL) in dichloromethane (2.0 mL) at rt for 1 h. The mixture was concentrated in vacuo to provide the title barbituric acid (50.8 mg, 100%). MS found: (M+H)+=460.